From a dataset of the Open Reaction Database (ORD), a public repository of structured organic reaction records. describe an organic reaction: reactants, conditions, products, and yield The reactants are solid, COC(COC1=C(C=C(C=C1C1=CC=CC=C1)Br)C1=CC=CC=C1)=O ((5′-bromo-[1,1′;3′1″]terphenyl-2′-yloxy)acetic acid methyl ester), [K+].[Br-] (KBr). The product is BrC=1C=C(C(=C(C1)C1=CC=CC=C1)OCC(=O)O)C1=CC=CC=C1 ((5′-Bromo-[1,1′;3′,1″]terphenyl-2′-yloxy)acetic acid). As a reaction SMILES: C[O:2][C:3](=[O:25])[CH2:4][O:5][C:6]1[C:11]([C:12]2[CH:17]=[CH:16][CH:15]=[CH:14][CH:13]=2)=[CH:10][C:9]([Br:18])=[CH:8][C:7]=1[C:19]1[CH:24]=[CH:23][CH:22]=[CH:21][CH:20]=1.[K+].[Br-]>>[Br:18][C:9]1[CH:8]=[C:7]([C:19]2[CH:24]=[CH:23][CH:22]=[CH:21][CH:20]=2)[C:6]([O:5][CH2:4][C:3]([OH:25])=[O:2])=[C:11]([C:12]2[CH:13]=[CH:14][CH:15]=[CH:16][CH:17]=2)[CH:10]=1 |f:1.2|. Procedure details: The title compound was prepared as a white solid (0.062 g, 83%) from (5′-bromo-[1,1′;3′1″]terphenyl-2′-yloxy)acetic acid methyl ester using a procedure similarto step 2 of Example 36, mp>50° C. (decomp.); 1H NMR (CDCl3) δ3.81 (s, 2H), 7.38-7.50 (m, 7H), 7.52-7.56 (m, 5H); IR (KBr) 3400, 3050, 2900, 1730, 1565, 1495, 1460, 1420, 1210, 1060, 875, 735, 700, and 610 cm−1; mass spectrum [(+) FAB], m/z 382 (M)+, 405 (M+Na)+; Anal. Calcd. for C20H15BrO3: C, 62.68; H, 3.95; N, 0.00, Found: C, 62.25; H, ... The reactants are C(C)OC1=C(C(=C(C=C1)C=1[Se]C=CC1)F)F (2-(4-ethoxy-2,3-difluorophenyl)selenophene), CI (methyl iodide), [Cl-].[NH4+] (ammonium chloride), [Li]CCCC (n-BuLi), N (ammonia). Solvent: C(C)OCC (diethyl ether). Run at temperature -70 celsius, time 22 hour. Product: C(C)OC1=C(C(=C(C=C1)C=1[Se]C(=CC1)C)F)F (2-(4-ethoxy-2,3-difluorophenyl)-5-methylselenophene), solid. Reaction SMILES: [CH2:1]([O:3][C:4]1[CH:9]=[CH:8][C:7]([C:10]2[Se:11][CH:12]=[CH:13][CH:14]=2)=[C:6]([F:15])[C:5]=1[F:16])[CH3:2].[Li][CH2:18]CCC.CI.[Cl-].[NH4+].N>C(OCC)C>[CH2:1]([O:3][C:4]1[CH:9]=[CH:8][C:7]([C:10]2[Se:11][C:12]([CH3:18])=[CH:13][CH:14]=2)=[C:6]([F:15])[C:5]=1[F:16])[CH3:2] |f:3.4|. Reported procedure: 6.25 g (20.7 mmol) of 2-(4-ethoxy-2,3-difluorophenyl)selenophene are initially introduced in 50 ml of diethyl ether, and 16.9 ml (26.9 mmol, 15% soln. in hexane) of n-BuLi are metered in rapidly. The mixture is heated under reflux for 25 min and subsequently cooled to −70° C. 7.0 ml (0.11 mol) of methyl iodide are added in one portion, and the mixture is warmed to RT and stirred for 22 h. Sat. ammonium chloride soln. and conc. ammonia soln. are added, and the batch is stirred vigorously for a fe... Reactants: CC(C)=O, Clc1nnnn1-c1ccccc1, Oc1csc(C(F)(F)F)c1, [K+], [K+], O=C([O-])[O-]. Product: FC(F)(F)c1cc(Oc2nnnn2-c2ccccc2)cs1. Reaction SMILES: [CH3:29][C:30](=[O:31])[CH3:32].[Cl:11][c:12]1[n:13][n:14][n:15][n:16]1-[c:17]1[cH:18][cH:19][cH:20][cH:21][cH:22]1.[F:1][C:2]([c:3]1[cH:4][c:5]([OH:8])[cH:6][s:7]1)([F:9])[F:10].[K+:23].[K+:24].[O-:25][C:26]([O-:27])=[O:28]>>[F:1][C:2]([c:3]1[cH:4][c:5]([O:8][c:12]2[n:13][n:14][n:15][n:16]2-[c:17]2[cH:18][cH:19][cH:20][cH:21][cH:22]2)[cH:6][s:7]1)([F:9])[F:10].